From a dataset of the Open Reaction Database (ORD), a public repository of structured organic reaction records. describe an organic reaction: reactants, conditions, products, and yield Run in ClC(Cl)Cl (trichloromethane). Conditions: time 20 minute. RXN SMILES: [C:1]1([CH:7]([C:33]2[CH:38]=[CH:37][CH:36]=[CH:35][CH:34]=2)[N:8]2[CH2:13][CH2:12][N:11]([CH2:14][C:15]3[CH:32]=[CH:31][C:18]4[N:19]([CH2:28][CH2:29]O)[C:20]([C:22]5[CH:27]=[CH:26][CH:25]=[CH:24][CH:23]=5)=[N:21][C:17]=4[CH:16]=3)[CH2:10][CH2:9]2)[CH:6]=[CH:5][CH:4]=[CH:3][CH:2]=1.Cl.S(Cl)([Cl:42])=O>ClC(Cl)Cl>[Cl:42][CH2:29][CH2:28][N:19]1[C:18]2[CH:31]=[CH:32][C:15]([CH2:14][N:11]3[CH2:10][CH2:9][N:8]([CH:7]([C:1]4[CH:6]=[CH:5][CH:4]=[CH:3][CH:2]=4)[C:33]4[CH:34]=[CH:35][CH:36]=[CH:37][CH:38]=4)[CH2:13][CH2:12]3)=[CH:16][C:17]=2[N:21]=[C:20]1[C:22]1[CH:27]=[CH:26][CH:25]=[CH:24][CH:23]=1. The product is ClCCN1C(=NC2=C1C=CC(=C2)CN2CCN(CC2)C(C2=CC=CC=C2)C2=CC=CC=C2)C2=CC=CC=C2 (1-(2-chloroethyl)-5-[4-(diphenylmethyl)-1-piperazinylmethyl]-2-phenyl-1H-benzimidazole). Starting materials: Cl (hydrogen chloride), C1(=CC=CC=C1)C(N1CCN(CC1)CC1=CC2=C(N(C(=N2)C2=CC=CC=C2)CCO)C=C1)C1=CC=CC=C1 (5-[4-(diphenylmethyl)-1-piperazinylmethyl]-2-phenyl-1H-benzimidazole-1-ethanol), S(=O)(Cl)Cl (thionyl chloride). Procedure: A stirred mixture of 5.03 parts of 5-[4-(diphenylmethyl)-1-piperazinylmethyl]-2-phenyl-1H-benzimidazole-1-ethanol and 75 parts of trichloromethane is acidified by the introduction of gaseous hydrogen chloride. Then there are added dropwise 2.4 parts of thionyl chloride at room temperature. Upon completion, stirring is continued for 20 minutes at reflux. The reaction mixture is evaporated. 100 Parts of water are added to the residue and the whole is alkalized with sodium hydrogen carbonate. The p...